describe an organic reaction: reactants, conditions, products, and yield From a dataset of the Open Reaction Database (ORD), a public repository of structured organic reaction records. Reactants: C(CC)C1=CC=C(C=C1)B(O)O (4-propyl phenylboronic acid), BrC1=CC(=CC=C1)F (1-bromo-3-fluorobenzene), C([O-])([O-])=O.[K+].[K+] (potassium carbonate). Reagents/catalysts: Cl[Pd]([P](C1=CC=CC=C1)(C2=CC=CC=C2)C3=CC=CC=C3)([P](C4=CC=CC=C4)(C5=CC=CC=C5)C6=CC=CC=C6)Cl (Pd(Ph3P)2Cl2). The solvent is C1(=CC=CC=C1)C (toluene), O (water), C1(=CC=CC=C1)C (toluene). Run at temperature 25 celsius. Product: FC=1C=C(C=CC1)C1=CC=C(C=C1)CCC (3-fluoro-4′-propylbiphenyl). The yield is 80.6%. As a reaction SMILES: [CH2:1]([C:4]1[CH:9]=[CH:8][C:7](B(O)O)=[CH:6][CH:5]=1)[CH2:2][CH3:3].Br[C:14]1[CH:19]=[CH:18][CH:17]=[C:16]([F:20])[CH:15]=1.C(=O)([O-])[O-].[K+].[K+]>Cl[Pd](Cl)([P](C1C=CC=CC=1)(C1C=CC=CC=1)C1C=CC=CC=1)[P](C1C=CC=CC=1)(C1C=CC=CC=1)C1C=CC=CC=1.C1(C)C=CC=CC=1.O>[F:20][C:16]1[CH:15]=[C:14]([C:7]2[CH:8]=[CH:9][C:4]([CH2:1][CH2:2][CH3:3])=[CH:5][CH:6]=2)[CH:19]=[CH:18][CH:17]=1 |f:2.3.4,^1:29,48|. Procedure: Into a reaction vessel under an atmosphere of nitrogen, 4-propyl phenylboronic acid (T16; 200.0 g), 1-bromo-3-fluorobenzene (T8; 177.8 g), potassium carbonate (281.9 g), Pd(Ph3P)2Cl2 (7.2 g), toluene (600 ml), and Solmix A-11 (600 ml) were put and heated under reflux for 2 hours. After the reaction mixture had been cooled to 25° C., the solution was poured into water (2,000 ml) and toluene (1,000 ml), and mixed. The mixture was then allowed to stand to be separated into two layers of an organic ... Starting materials: N1CCCC1 (pyrrolidine), FC1=CC=C(C=C1)N1N=CC2=C1C=C1CCN(C[C@]1(C2)C(=O)C=2SC=CN2)S(=O)(=O)C2=CC=C(C=C2)F ((R)-(1-(4-fluorophenyl)-6-((4-fluorophenyl)sulfonyl)-4,4a,5,6,7,8-hexahydro-1H-pyrazolo[3,4-g]isoquinolin-4a-yl)(thiazol-2-yl)methanone). Run in CN1CCCC1 (N-methylpyrrolidine). Reaction conditions: temperature 100 celsius, time 72 hour. Yields the product FC1=CC=C(C=C1)N1N=CC2=C1C=C1CCN(C[C@]1(C2)C(=O)C=2SC=CN2)S(=O)(=O)C2=CC=C(C=C2)N2CCCC2 ((R)-(1-(4-fluorophenyl)-6-((4-(pyrrolidin-1-yl)phenyl)sulfonyl)-4,4a,5,6,7,8-hexahydro-1H-pyrazolo[3,4-g]isoquinolin-4a-yl)(thiazol-2-yl)methanone). Yield: 52.9%. As a reaction SMILES: [NH:1]1[CH2:5][CH2:4][CH2:3][CH2:2]1.[F:6][C:7]1[CH:12]=[CH:11][C:10]([N:13]2[C:17]3[CH:18]=[C:19]4[C@:24]([C:26]([C:28]5[S:29][CH:30]=[CH:31][N:32]=5)=[O:27])([CH2:25][C:16]=3[CH:15]=[N:14]2)[CH2:23][N:22]([S:33]([C:36]2[CH:41]=[CH:40][C:39](F)=[CH:38][CH:37]=2)(=[O:35])=[O:34])[CH2:21][CH2:20]4)=[CH:9][CH:8]=1>CN1CCCC1>[F:6][C:7]1[CH:12]=[CH:11][C:10]([N:13]2[C:17]3[CH:18]=[C:19]4[C@:24]([C:26]([C:28]5[S:29][CH:30]=[CH:31][N:32]=5)=[O:27])([CH2:25][C:16]=3[CH:15]=[N:14]2)[CH2:23][N:22]([S:33]([C:36]2[CH:37]=[CH:38][C:39]([N:1]3[CH2:5][CH2:4][CH2:3][CH2:2]3)=[CH:40][CH:41]=2)(=[O:34])=[O:35])[CH2:21][CH2:20]4)=[CH:9][CH:8]=1. Procedure: A solution of pyrrolidine (0.046 mL, 0.557 mmol) and (R)-(1-(4-fluorophenyl)-6-((4-fluorophenyl)sulfonyl)-4,4a,5,6,7,8-hexahydro-1H-pyrazolo[3,4-g]isoquinolin-4a-yl)(thiazol-2-yl)methanone (0.1 g, 0.186 mmol) in N-methylpyrrolidine (2 mL) was stirred at 50° C. in a sealed vial for 6 hours, then allowed to stand at room temperature for 72 hours. The reaction mixture was then stirred at 100° C. for an additional 5 hours, cooled to room temperature, and purified directly by preparative HPLC (Varian... Reactants: polyphosphoric acid, BrC=1C=C(OCCCC(=O)O)C=CC1 (4-(3-bromophenoxy)butanoic acid). The solvent is C1(=CC=CC=C1)C (toluene), C1(=CC=CC=C1)C (toluene). Conditions: temperature 110 celsius. The product is BrC=1C=CC2=C(OCCCC2=O)C1 (8-bromo-3,4-dihydrobenzo[b]oxepin-5(2H)-one). Yield: 50.1%. Reaction SMILES: [Br:1][C:2]1[CH:3]=[C:4]([CH:12]=[CH:13][CH:14]=1)[O:5][CH2:6][CH2:7][CH2:8][C:9]([OH:11])=O>C1(C)C=CC=CC=1>[Br:1][C:2]1[CH:14]=[CH:13][C:12]2[C:9](=[O:11])[CH2:8][CH2:7][CH2:6][O:5][C:4]=2[CH:3]=1. Procedure: To a stirred suspension of polyphosphoric acid (PPA, ca. 60 g) and celite (ca. 40 g) in 100 mL toluene was added crude 4-(3-bromophenoxy)butanoic acid 7 (ca. 58 mmol) in one portion, 10 mL toluene rinse. The resultant suspension was heated at 110° C. for 5 hr. The toluene was decanted through a plug of celite and the remaining slurry was washed repeatedly with toluene and ethylacetate. The eluent was concentrated and purified by flash column chromatography (4:1 hex:EtOAc) to give 8-bromo-3,4-dih... The reactants are N1=C(SC2=C1CCOC2)N (6,7-dihydro-4H-pyrano[4,3-d][1,3]thiazol-2-amine), COCCBr (2-bromoethyl methyl ether). The product is Br.COCCN1C(SC2=C1CCOC2)=N (1-(2-methoxyethyl)-6,7-dihydro-1H-pyrano[4,3-d]thiazol-2(4H)-imine hydrobromide). Reaction SMILES: [N:1]1[C:5]2[CH2:6][CH2:7][O:8][CH2:9][C:4]=2[S:3][C:2]=1[NH2:10].[CH3:11][O:12][CH2:13][CH2:14][Br:15]>>[BrH:15].[CH3:11][O:12][CH2:13][CH2:14][N:1]1[C:5]2[CH2:6][CH2:7][O:8][CH2:9][C:4]=2[S:3][C:2]1=[NH:10] |f:2.3|. Reported procedure: A mixture of product of Example 218A (1.0 g, 6.4 mmol) and 2-bromoethyl methyl ether (3.0 mL, 32.0 mmol) was processed according to the method of Example 2A to afford the title compound: MS (LC/MS) m/z 213 (M+H)+. Starting materials: O=c1ccc2c(C(O)CNCCc3ccc(Oc4cccc(-c5ccccc5)c4)cc3)ccc(OCc3ccccc3)c2[nH]1, [H][H], C1CCOC1, [OH-], [OH-], [Pd+2]. Product: O=c1ccc2c(C(O)CNCCc3ccc(Oc4cccc(-c5ccccc5)c4)cc3)ccc(O)c2[nH]1. RXN SMILES: [CH2:1]([c:2]1[cH:3][cH:4][cH:5][cH:6][cH:7]1)[O:8][c:9]1[cH:10][cH:11][c:12]([CH:20]([CH2:21][NH:22][CH2:23][CH2:24][c:25]2[cH:26][cH:27][c:28]([O:31][c:32]3[cH:33][c:34](-[c:38]4[cH:39][cH:40][cH:41][cH:42][cH:43]4)[cH:35][cH:36][cH:37]3)[cH:29][cH:30]2)[OH:44])[c:13]2[cH:14][cH:15][c:16](=[O:19])[nH:17][c:18]12.[H:45][H:46].[O:50]1[CH2:51][CH2:52][CH2:53][CH2:54]1.[OH-:47].[OH-:49].[Pd+2:48]>>[OH:8][c:9]1[cH:10][cH:11][c:12]([CH:20]([CH2:21][NH:22][CH2:23][CH2:24][c:25]2[cH:26][cH:27][c:28]([O:31][c:32]3[cH:33][c:34](-[c:38]4[cH:39][cH:40][cH:41][cH:42][cH:43]4)[cH:35][cH:36][cH:37]3)[cH:29][cH:30]2)[OH:44])[c:13]2[cH:14][cH:15][c:16](=[O:19])[nH:17][c:18]12. Reactants: OC(CNC1=NCCN1)c1ccccc1, O=S(Cl)Cl. Yields the product c1ccc(C2CN=C3NCCN32)cc1. Reaction SMILES: [OH:5][CH:6]([CH2:7][NH:8][C:9]1=[N:13][CH2:12][CH2:11][NH:10]1)[c:14]1[cH:15][cH:16][cH:17][cH:18][cH:19]1.[S:1]([Cl:2])([Cl:3])=[O:4]>>[CH:6]1([c:14]2[cH:15][cH:16][cH:17][cH:18][cH:19]2)[CH2:7][N:8]=[C:9]2[NH:10][CH2:11][CH2:12][N:13]12.